This data is from the Open Reaction Database (ORD), a public repository of structured organic reaction records. The task is: describe an organic reaction: reactants, conditions, products, and yield Reaction SMILES: [CH3:1][C:2]1([CH3:9])[O:3][CH2:4][CH:5]([CH2:7][OH:8])[O:6]1.[OH2:21].[c:10]1([CH3:20])[cH:11][cH:12][c:13]([S:16](=[O:17])(=[O:18])[Cl:19])[cH:14][cH:15]1.[cH:22]1[cH:23][cH:24][n:25][cH:26][cH:27]1>>[CH3:1][C:2]1([CH3:9])[O:3][CH2:4][CH:5]([CH2:7][O:8][S:16]([c:13]2[cH:12][cH:11][c:10]([CH3:20])[cH:15][cH:14]2)(=[O:17])=[O:18])[O:6]1. Yields the product Cc1ccc(S(=O)(=O)OCC2COC(C)(C)O2)cc1. Starting materials: CC1(C)OCC(CO)O1, O, Cc1ccc(S(=O)(=O)Cl)cc1, c1ccncc1.